From a dataset of the Open Reaction Database (ORD), a public repository of structured organic reaction records. describe an organic reaction: reactants, conditions, products, and yield Reported procedure: 4-iodo-2-methylbenzenamine 24 (233 mg, 1 mmol) on reaction with 2-ethynyl-6-methoxynaphthalene (25c, 182 mg, 1 mmol) by employing Sonagashira coupling conditions using Pd(PPh3)4 (69.3 mg, 0.06 equiv) as catalyst, CuI (22.8 mg, 0.12 equiv) as cocatalyst, butyl amine (261 mg, 3 equiv) as base and ether as solvent and kept the reaction for 6 h. After completion of the reaction as indicated by TLC and the reaction mixture is extracted into ether (4×25 mL) from the aqueous layer and concentrated in v... Solvent: C(C)(=O)O (acetic acid). Starting materials: COC=1C=C2C=CC(=CC2=CC1)C#CC1=CC(=C(C=C1)N)C (4-((6-methoxynaphthalen-2-yl) ethynyl)-2-methyl benzenamine), CC=1OC(C2=C(N1)C=CC=C2)=O (2-methyl-4H-benzo[d][1,3]oxazin-4-one). As a reaction SMILES: [CH3:1][O:2][C:3]1[CH:4]=[C:5]2[C:10](=[CH:11][CH:12]=1)[CH:9]=[C:8]([C:13]#[C:14][C:15]1[CH:20]=[CH:19][C:18]([NH2:21])=[C:17]([CH3:22])[CH:16]=1)[CH:7]=[CH:6]2.[CH3:23][C:24]1[O:25][C:26](=O)[C:27]2[CH:33]=[CH:32][CH:31]=[CH:30][C:28]=2[N:29]=1>C(O)(=O)C>[CH3:1][O:2][C:3]1[CH:4]=[C:5]2[C:10](=[CH:11][CH:12]=1)[CH:9]=[C:8]([C:13]#[C:14][C:15]1[CH:20]=[CH:19][C:18]([N:21]3[C:26](=[O:25])[C:27]4[C:28](=[CH:30][CH:31]=[CH:32][CH:33]=4)[N:29]=[C:24]3[CH3:23])=[C:17]([CH3:22])[CH:16]=1)[CH:7]=[CH:6]2. The product is COC=1C=C2C=CC(=CC2=CC1)C#CC1=CC(=C(C=C1)N1C(=NC2=CC=CC=C2C1=O)C)C (3-(4-((6-methoxynaphthalen-2-yl)ethynyl)-2-methylphenyl)-2-methylquinazolin-4(3H)-one).